Dataset: the Open Reaction Database (ORD), a public repository of structured organic reaction records. Task: describe an organic reaction: reactants, conditions, products, and yield Starting materials: ice water, C([O-])([O-])=O.[K+].[K+] (potassium carbonate), ClC1=C(C=C2CC(C(C2=C1Cl)=O)(C)CC1CCCC1)O (6,7-dichloro-2-cyclopentylmethyl-2,3-dihydro-5-hydroxy-2-methyl-1H-inden-1-one), FC(S(=O)(=O)Cl)(F)F (trifluoromethanesulfonyl chloride). Solvent: CN(C=O)C (dimethylformamide). Reaction conditions: time 1 hour. Yields the product FC(S(=O)(=O)OC=1C=C2CC(C(C2=C(C1Cl)Cl)=O)(C)CC1CCCC1)(F)F ((6,7-Dichloro-2-cyclopentylmethyl-2,3-dihydro-2-methyl-1-oxo-1H-inden-5-yl) Trifluoromethanesulfonate). As a reaction SMILES: C(=O)([O-])[O-].[K+].[K+].[Cl:7][C:8]1[C:16]([Cl:17])=[C:15]2[C:11]([CH2:12][C:13]([CH2:20][CH:21]3[CH2:25][CH2:24][CH2:23][CH2:22]3)([CH3:19])[C:14]2=[O:18])=[CH:10][C:9]=1[OH:26].[F:27][C:28]([F:34])([F:33])[S:29](Cl)(=[O:31])=[O:30]>CN(C)C=O>[F:27][C:28]([F:34])([F:33])[S:29]([O:26][C:9]1[CH:10]=[C:11]2[C:15](=[C:16]([Cl:17])[C:8]=1[Cl:7])[C:14](=[O:18])[C:13]([CH2:20][CH:21]1[CH2:22][CH2:23][CH2:24][CH2:25]1)([CH3:19])[CH2:12]2)(=[O:31])=[O:30] |f:0.1.2|. Procedure details: Anhydrous potassium carbonate (17.7 g., 0.128 mole) is added to a solution of 6,7-dichloro-2-cyclopentylmethyl-2,3-dihydro-5-hydroxy-2-methyl-1H-inden-1-one (13.35 g., 0.0426 mole) in dry dimethylformamide (60 ml.) The suspension is stirred for 1 hour at room temperature, cooled to 15° C. and then trifluoromethanesulfonyl chloride is added at 15°-18° C. After stirring for 1 hour at room temperature, the reaction mixture is poured into ice water (700 ml.). The oil that separates is extracted with... Starting materials: BrC=1C=C(C(=O)O)C=CC1 (3-bromobenzoic acid), N,N'-carbonyldiimidazole, NC1=NC2=NC(=CC=C2C=C1)OC1=CC=CC=C1 (2-amino-7-phenoxy-1,8-naphthyridine). Solvent: O (water), C(C)#N (acetonitrile). Run at temperature 4 celsius. Yields the product O(C1=CC=CC=C1)C1=CC=C2C=CC(=NC2=N1)NC(C1=CC(=CC=C1)Br)=O (N-(7-Phenoxy-1,8-naphthyridin-2-yl)-3-bromobenzamide). Isolated yield 51.7%. Reaction SMILES: [Br:1][C:2]1[CH:3]=[C:4]([CH:8]=[CH:9][CH:10]=1)[C:5]([OH:7])=O.[NH2:11][C:12]1[CH:21]=[CH:20][C:19]2[C:14](=[N:15][C:16]([O:22][C:23]3[CH:28]=[CH:27][CH:26]=[CH:25][CH:24]=3)=[CH:17][CH:18]=2)[N:13]=1>O.C(#N)C>[O:22]([C:16]1[N:15]=[C:14]2[C:19]([CH:20]=[CH:21][C:12]([NH:11][C:5](=[O:7])[C:4]3[CH:8]=[CH:9][CH:10]=[C:2]([Br:1])[CH:3]=3)=[N:13]2)=[CH:18][CH:17]=1)[C:23]1[CH:24]=[CH:25][CH:26]=[CH:27][CH:28]=1. Reported procedure: The procedure is analogous to that described in Example 1, but starting with 3-bromobenzoic acid (6 g), N,N'-carbonyldiimidazole (4.9 g) and 2-amino-7-phenoxy-1,8-naphthyridine (5.9 g). The product obtained by precipitation in water (9.8 g; m.p. 188°-192° C.) is dissolved in acetonitrile (300 cc). After cooling for 1 hour at 4° C., the crystallized solid is separated by filtration, washed with acetonitrile (3×10 cc) and dried at 40° C. under reduced pressure (0.07 kPa). N-(7-Phenoxy-1,8-naphthyr... The reactants are C(C)(=O)O[C@H]1C[C@H]([C@@H]([C@H]1CCCCCCC(=O)OC)CCC(C(C[C@H](CC)C)(F)F)O)OC1OCCCC1 (methyl 7-[(1R,2R,3R,5S)-5-acetoxy-2-((6S)-4,4-difluoro-6-methyl-3-hydroxyoctyl)-3-(2-tetrahydropyranyloxy)cyclopentyl]heptanate), [OH-].[Na+] (sodium hydroxide). Run in C(C)O (ethanol). Reaction conditions: time 3.5 hour. Product: FC(C(CC[C@@H]1[C@H]([C@H](C[C@H]1OC1OCCCC1)O)CCCCCCC(=O)O)O)(C[C@H](CC)C)F (7[(1R,2R,3R,5S)-2-((6S)-4,4-difluoro-6-methyl-3-hydroxyoctyl)-5-hydroxy-3-(2-tetrahydropyranyloxy)cyclopentyl]heptanoic acid). Reaction SMILES: C([O:4][C@@H:5]1[C@H:9]([CH2:10][CH2:11][CH2:12][CH2:13][CH2:14][CH2:15][C:16]([O:18]C)=[O:17])[C@@H:8]([CH2:20][CH2:21][CH:22]([OH:31])[C:23]([F:30])([F:29])[CH2:24][C@@H:25]([CH3:28])[CH2:26][CH3:27])[C@H:7]([O:32][CH:33]2[CH2:38][CH2:37][CH2:36][CH2:35][O:34]2)[CH2:6]1)(=O)C.[OH-].[Na+]>C(O)C>[F:30][C:23]([F:29])([CH2:24][C@@H:25]([CH3:28])[CH2:26][CH3:27])[CH:22]([OH:31])[CH2:21][CH2:20][C@H:8]1[C@H:7]([O:32][CH:33]2[CH2:38][CH2:37][CH2:36][CH2:35][O:34]2)[CH2:6][C@H:5]([OH:4])[C@@H:9]1[CH2:10][CH2:11][CH2:12][CH2:13][CH2:14][CH2:15][C:16]([OH:18])=[O:17] |f:1.2|. Procedure: A solution of methyl 7-[(1R,2R,3R,5S)-5-acetoxy-2-((6S)-4,4-difluoro-6-methyl-3-hydroxyoctyl)-3-(2-tetrahydropyranyloxy)cyclopentyl]heptanate (E) (132.5 mmol) in ethanol (213 ml) was cooled on ice, and an 24% sodium hydroxide aqueous solution (135 ml, 1029 mmol) was added thereto dropwise. After stirring at room temperature for approximately 3.5 hours, the reaction mixture was concentrated under reduced pressure. The residue was mixed with water (281 ml) and t-butyl methyl ether (141 ml), and co... The reactants are CCOC(=O)C(C)(C)c1ccc2[nH]c(-c3cc(C)cc(C)c3)c(CCNC(=O)OC(C)(C)C)c2c1, [K+], [OH-]. Yields the product Cc1cc(C)cc(-c2[nH]c3ccc(C(C)(C)C(=O)O)cc3c2CCNC(=O)OC(C)(C)C)c1. Reaction SMILES: [CH2:3]([CH3:4])[O:5][C:6]([C:7]([CH3:8])([CH3:9])[c:10]1[cH:11][c:12]2[c:13]([CH2:27][CH2:28][NH:29][C:30](=[O:31])[O:32][C:33]([CH3:34])([CH3:35])[CH3:36])[c:14](-[c:19]3[cH:20][c:21]([CH3:26])[cH:22][c:23]([CH3:25])[cH:24]3)[nH:15][c:16]2[cH:17][cH:18]1)=[O:37].[K+:2].[OH-:1]>>[O:5]=[C:6]([C:7]([CH3:8])([CH3:9])[c:10]1[cH:11][c:12]2[c:13]([CH2:27][CH2:28][NH:29][C:30](=[O:31])[O:32][C:33]([CH3:34])([CH3:35])[CH3:36])[c:14](-[c:19]3[cH:20][c:21]([CH3:26])[cH:22][c:23]([CH3:25])[cH:24]3)[nH:15][c:16]2[cH:17][cH:18]1)[OH:37]. The reactants are C(C)OC(C1=C(N=CC(=C1)Cl)N)=O (2-amino-5-chloro-nicotinic acid ethyl ester), C(C)(=O)O.C(=N)N (formamidine acetate). Run in C(C)OCCO (2-ethoxyethanol). Run at time 2 hour. Product: ClC1=CC2=C(N=CN=C2O)N=C1 (6-Chloro-pyrido[2,3-d]pyrimidin-4-ol). The yield is 35.4%. Reaction SMILES: C([O:3][C:4](=O)[C:5]1[CH:10]=[C:9]([Cl:11])[CH:8]=[N:7][C:6]=1[NH2:12])C.C(O)(=O)C.[CH:18](N)=[NH:19]>C(OCCO)C>[Cl:11][C:9]1[CH:8]=[N:7][C:6]2[N:12]=[CH:18][N:19]=[C:4]([OH:3])[C:5]=2[CH:10]=1 |f:1.2|. Procedure: A mixture of 2-amino-5-chloro-nicotinic acid ethyl ester (1.5 g, 7.38 mMol) and formamidine acetate (3.1 g, 29.51 mMol) in 2-ethoxyethanol (50 mL) was heated at reflux overnight. The solution was cooled to room temperature, and allowed to stand for 2 hours. The resulting precipitate was collected by filtration, rinsed with a small amount of 2-ethoxyethanol followed by diethyl ether (10 mL), and allowed to air dry. The filtrate was concentrated in-vacuo, and the residue was triturated with methyl... Reaction conditions: time 20 minute. As a reaction SMILES: [C:1]1([C:7]2([CH2:17]N)[CH2:16][CH2:15][C:10]3([O:14][CH2:13][CH2:12][O:11]3)[CH2:9][CH2:8]2)[CH:6]=[CH:5][CH:4]=[CH:3][CH:2]=1.C=O.[C:21](B)#[N:22].[Na].[C:25](O)(=O)C>C(#N)C.C(Cl)(Cl)Cl.CO>[CH3:25][N:22]([CH3:21])[CH2:17][C:7]1([C:1]2[CH:6]=[CH:5][CH:4]=[CH:3][CH:2]=2)[CH2:16][CH2:15][C:10]2([O:14][CH2:13][CH2:12][O:11]2)[CH2:9][CH2:8]1 |f:2.3,6.7,^1:23|. Run in C(C)#N (acetonitrile), C(Cl)(Cl)Cl.CO (chloroform methanol). Reactants: C=O (formalin), C(C)(=O)O (acetic acid), C1(=CC=CC=C1)C1(CCC2(OCCO2)CC1)CN (C-(8-phenyl-1,4-dioxa-spiro[4.5]dec-8-yl)-methylamine), C(#N)B.[Na] (sodium cyanoboron hydride). Yields the product CN(CC1(CCC2(OCCO2)CC1)C1=CC=CC=C1)C (Dimethyl-(8-phenyl-1,4-dioxa-spiro[4.5]dec-8-ylmethyl)-amine). Procedure: The title compound of step 4 (5.40 g, 21.8 mmol) was dissolved in acetonitrile (150 mL), and a cloudy solution was formed. Aqueous 37% formalin solution (30.6 mL, 407 mmol) was added. The batch was stirred for 20 min at RT and then mixed with sodium cyanoboron hydride (5.76 g, 91.7 mmol). The reaction was followed by DC in chloroform/methanol (9:1). After 4 h the solution was adjusted to pH 7 with acetic acid and concentrated to low volume in a vacuum. The residue was taken up in chloroform, was... The reactants are [BH4-], [Cl-], C=CCCCCCCCCC=C(F)F, [Hg], [Na+], [Na+], [Na+], C1CCOC1, [OH-], O. Yields the product CC(O)CCCCCCCCC=C(F)F. As a reaction SMILES: [BH4-:16].[Cl-:19].[F:2][C:3](=[CH:4][CH2:5][CH2:6][CH2:7][CH2:8][CH2:9][CH2:10][CH2:11][CH2:12][CH:13]=[CH2:14])[F:15].[Hg:22].[Na+:17].[Na+:18].[Na+:21].[O:23]1[CH2:24][CH2:25][CH2:26][CH2:27]1.[OH-:20].[OH2:1]>>[OH:1][CH:13]([CH2:12][CH2:11][CH2:10][CH2:9][CH2:8][CH2:7][CH2:6][CH2:5][CH:4]=[C:3]([F:2])[F:15])[CH3:14].